From a dataset of the Open Reaction Database (ORD), a public repository of structured organic reaction records. describe an organic reaction: reactants, conditions, products, and yield The reactants are O=C([O-])[O-], Cl, Clc1ccccc1, Cc1nn(C)c(Cl)c1C=O, [Hg], [K+], [K+]. Yields the product Cc1nn(C)c(Cl)c1C(=O)Cl. Reaction SMILES: [C:11](=[O:12])([O-:13])[O-:14].[Cl:17].[Cl:18][c:19]1[cH:20][cH:21][cH:22][cH:23][cH:24]1.[Cl:1][c:2]1[c:3]([CH:9]=[O:10])[c:4]([CH3:8])[n:5][n:6]1[CH3:7].[Hg:25].[K+:15].[K+:16]>>[Cl:1][c:2]1[c:3]([C:9](=[O:10])[Cl:18])[c:4]([CH3:8])[n:5][n:6]1[CH3:7]. RXN SMILES: [CH2:4]([c:5]1[cH:6][cH:7][cH:8][cH:9][cH:10]1)[N:11]1[CH2:12][c:13]2[cH:14][cH:15][c:16]([Cl:21])[n:17][c:18]2[CH2:19][CH2:20]1.[CH3:22][N:23]([CH3:24])[CH:25]=[O:26].[CH3:2][OH:3].[Na:1]>>[CH3:2][O:3][c:16]1[cH:15][cH:14][c:13]2[c:18]([n:17]1)[CH2:19][CH2:20][N:11]([CH2:4][c:5]1[cH:6][cH:7][cH:8][cH:9][cH:10]1)[CH2:12]2. Yields the product COc1ccc2c(n1)CCN(Cc1ccccc1)C2. Starting materials: Clc1ccc2c(n1)CCN(Cc1ccccc1)C2, CN(C)C=O, CO, [Na].